This data is from the Open Reaction Database (ORD), a public repository of structured organic reaction records. The task is: describe an organic reaction: reactants, conditions, products, and yield Starting materials: O=C(OCc1ccccc1)N1CCNCC1, Cc1ccccc1, COC(=O)NC(C(=O)N1CCCC1c1ncc(-c2ccc(Br)cc2)n1COCC[Si](C)(C)C)C(C)C, CC(C)(C)[O-], [Na+], CC(=O)[O-], CC(=O)[O-], [Pd+2], c1ccc(P(c2ccccc2)c2ccc3ccccc3c2-c2c(P(c3ccccc3)c3ccccc3)ccc3ccccc23)cc1. The product is COC(=O)NC(C(=O)N1CCCC1c1ncc(-c2ccc(N3CCN(C(=O)OCc4ccccc4)CC3)cc2)n1COCC[Si](C)(C)C)C(C)C. As a reaction SMILES: [C:37](=[O:38])([O:39][CH2:40][c:41]1[cH:42][cH:43][cH:44][cH:45][cH:46]1)[N:47]1[CH2:48][CH2:49][NH:50][CH2:51][CH2:52]1.[CH3:105][c:106]1[cH:107][cH:108][cH:109][cH:110][cH:111]1.[CH3:1][O:2][C:3]([NH:4][CH:5]([CH:6]([CH3:7])[CH3:8])[C:9](=[O:10])[N:11]1[CH:12]([c:16]2[n:17]([CH2:28][O:29][CH2:30][CH2:31][Si:32]([CH3:33])([CH3:34])[CH3:35])[c:18](-[c:21]3[cH:22][cH:23][c:24]([Br:27])[cH:25][cH:26]3)[cH:19][n:20]2)[CH2:13][CH2:14][CH2:15]1)=[O:36].[CH3:99][C:100]([CH3:101])([O-:102])[CH3:103].[Na+:104].[O-:113][C:114]([CH3:115])=[O:116].[O-:117][C:118]([CH3:119])=[O:120].[Pd+2:112].[cH:53]1[cH:54][cH:55][c:56]([P:57]([c:58]2[cH:59][cH:60][c:61]3[c:62]([cH:63][cH:64][cH:65][cH:66]3)[c:67]2-[c:68]2[c:69]3[c:70]([cH:71][cH:72][cH:73][cH:74]3)[cH:75][cH:76][c:77]2[P:78]([c:79]2[cH:80][cH:81][cH:82][cH:83][cH:84]2)[c:85]2[cH:86][cH:87][cH:88][cH:89][cH:90]2)[c:91]2[cH:92][cH:93][cH:94][cH:95][cH:96]2)[cH:97][cH:98]1>>[CH3:1][O:2][C:3]([NH:4][CH:5]([CH:6]([CH3:7])[CH3:8])[C:9](=[O:10])[N:11]1[CH:12]([c:16]2[n:17]([CH2:28][O:29][CH2:30][CH2:31][Si:32]([CH3:33])([CH3:34])[CH3:35])[c:18](-[c:21]3[cH:22][cH:23][c:24]([N:50]4[CH2:49][CH2:48][N:47]([C:37](=[O:38])[O:39][CH2:40][c:41]5[cH:42][cH:43][cH:44][cH:45][cH:46]5)[CH2:52][CH2:51]4)[cH:25][cH:26]3)[cH:19][n:20]2)[CH2:13][CH2:14][CH2:15]1)=[O:36]. Starting materials: [N+](=O)([O-])C1=C(C(=CC(=C1)C(F)(F)F)[N+](=O)[O-])Cl (2,6-dinitro-4-trifluoromethyl-1-chlorobenzene), [OH-].[NH4+] (ammonium hydroxide), [OH-].[NH4+] (ammonium hydroxide). The solvent is C1=CC=CC=C1 (benzene). Reaction conditions: time 1.5 hour. Yields the product [N+](=O)([O-])C1=C(N)C(=CC(=C1)C(F)(F)F)[N+](=O)[O-] (2,6-dinitro-4-trifluoromethylaniline). As a reaction SMILES: [N+:1]([C:4]1[CH:9]=[C:8]([C:10]([F:13])([F:12])[F:11])[CH:7]=[C:6]([N+:14]([O-:16])=[O:15])[C:5]=1Cl)([O-:3])=[O:2].[OH-].[NH4+:19]>C1C=CC=CC=1>[N+:1]([C:4]1[CH:9]=[C:8]([C:10]([F:13])([F:12])[F:11])[CH:7]=[C:6]([N+:14]([O-:16])=[O:15])[C:5]=1[NH2:19])([O-:3])=[O:2] |f:1.2|. Procedure details: A solution of 40.5 g. of 2,6-dinitro-4-trifluoromethyl-1-chlorobenzene in 300 ml. of benzene was mixed with 250 ml. of 14 N ammonium hydroxide. The reaction mixture was stirred at room temperature for about 1.5 hours, at which point in time another 100 ml. of 14 N ammonium hydroxide were added and the stirring was continued for an additional 2 hours. The organic layer was separated, was washed with water and was dried. Removal of the solvents in vacuo yielded 2,6-dinitro-4-trifluoromethylaniline... The reactants are FC1=C(C=CC=2N=C(OC21)C2=CC=CC=C2)B(O)O ((7-fluoro-2-phenyl-1,3-benzoxazol-6-yl)boronic acid), C(=O)([O-])[O-].[K+].[K+] (K2CO3), O (H2O), O (H2O), NC1=C(C(=NC(=C1)Br)C(=O)OC)Cl (methyl 4-amino-6-bromo-3-chloropyridine-2-carboxylate). Reagents/catalysts: Cl[Pd]([P](C1=CC=CC=C1)(C2=CC=CC=C2)C3=CC=CC=C3)([P](C4=CC=CC=C4)(C5=CC=CC=C5)C6=CC=CC=C6)Cl ((PPh3)2PdCl2). The solvent is O1CCOCC1 (dioxane). Reaction conditions: time 30 minute. Product: NC1=C(C(=NC(=C1)C1=C(C2=C(N=C(O2)C2=CC=CC=C2)C=C1)F)C(=O)OC)Cl (methyl 4-amino-3-chloro-6-(7-fluoro-2-phenyl-1,3-benzoxazol-6-yl)pyridine-2-carboxylate). Yield: 35.6%. As a reaction SMILES: [NH2:1][C:2]1[CH:7]=[C:6](Br)[N:5]=[C:4]([C:9]([O:11][CH3:12])=[O:10])[C:3]=1[Cl:13].[F:14][C:15]1[C:23]2[O:22][C:21]([C:24]3[CH:29]=[CH:28][CH:27]=[CH:26][CH:25]=3)=[N:20][C:19]=2[CH:18]=[CH:17][C:16]=1B(O)O.C([O-])([O-])=O.[K+].[K+].O>O1CCOCC1.Cl[Pd](Cl)([P](C1C=CC=CC=1)(C1C=CC=CC=1)C1C=CC=CC=1)[P](C1C=CC=CC=1)(C1C=CC=CC=1)C1C=CC=CC=1>[NH2:1][C:2]1[CH:7]=[C:6]([C:16]2[CH:17]=[CH:18][C:19]3[N:20]=[C:21]([C:24]4[CH:29]=[CH:28][CH:27]=[CH:26][CH:25]=4)[O:22][C:23]=3[C:15]=2[F:14])[N:5]=[C:4]([C:9]([O:11][CH3:12])=[O:10])[C:3]=1[Cl:13] |f:2.3.4,^1:48,67|. Reported procedure: 0.024 g (0.03 mmol) of (PPh3)2PdCl2 is added to a solution of 0.3 g (1.13 mmol) of methyl 4-amino-6-bromo-3-chloropyridine-2-carboxylate in 20 ml of dioxane, and this mixture is stirred at room temperature (RT) for 30 min. In succession, 0.35 g (1.35 mmol) of (7-fluoro-2-phenyl-1,3-benzoxazol-6-yl)boronic acid, 0.47 g (3.4 mmol) of K2CO3 and 2 g (111 mmol) of H2O are then added to this mixture, which is then stirred under reflux for 6 h. The mixture is allowed to stand at RT for a further 12 h a...